This data is from the Open Reaction Database (ORD), a public repository of structured organic reaction records. The task is: describe an organic reaction: reactants, conditions, products, and yield Starting materials: CC(C)(C)OC(=O)NCc1ncccc1-c1ccc(C(=O)N2CCN(S(=O)(=O)c3ccc4cc(Cl)ccc4c3)CC2)cc1, C1CCOC1. Yields the product NCc1ncccc1-c1ccc(C(=O)N2CCN(S(=O)(=O)c3ccc4cc(Cl)ccc4c3)CC2)cc1. Reaction SMILES: [Cl:1][c:2]1[cH:3][c:4]2[cH:5][cH:6][c:7]([S:12](=[O:13])(=[O:14])[N:15]3[CH2:16][CH2:17][N:18]([C:21]([c:22]4[cH:23][cH:24][c:25](-[c:28]5[c:29]([CH2:34][NH:35][C:36]([O:37][C:38]([CH3:39])([CH3:40])[CH3:41])=[O:42])[n:30][cH:31][cH:32][cH:33]5)[cH:26][cH:27]4)=[O:43])[CH2:19][CH2:20]3)[cH:8][c:9]2[cH:10][cH:11]1.[O:44]1[CH2:45][CH2:46][CH2:47][CH2:48]1>>[Cl:1][c:2]1[cH:3][c:4]2[cH:5][cH:6][c:7]([S:12](=[O:13])(=[O:14])[N:15]3[CH2:16][CH2:17][N:18]([C:21]([c:22]4[cH:23][cH:24][c:25](-[c:28]5[c:29]([CH2:34][NH2:35])[n:30][cH:31][cH:32][cH:33]5)[cH:26][cH:27]4)=[O:43])[CH2:19][CH2:20]3)[cH:8][c:9]2[cH:10][cH:11]1. Starting materials: C1CNCCN1, Clc1nc(N2CCOCC2)c2ncnc(Nc3ccccc3)c2n1. Product: c1ccc(Nc2ncnc3c(N4CCOCC4)nc(N4CCNCC4)nc23)cc1. Reaction SMILES: [CH2:25]1[CH2:26][NH:27][CH2:28][CH2:29][NH:30]1.[NH:1]([c:2]1[cH:3][cH:4][cH:5][cH:6][cH:7]1)[c:8]1[n:9][cH:10][n:11][c:12]2[c:13]1[n:14][c:15]([Cl:24])[n:16][c:17]2[N:18]1[CH2:19][CH2:20][O:21][CH2:22][CH2:23]1>>[NH:1]([c:2]1[cH:3][cH:4][cH:5][cH:6][cH:7]1)[c:8]1[n:9][cH:10][n:11][c:12]2[c:13]1[n:14][c:15]([N:27]1[CH2:26][CH2:25][NH:30][CH2:29][CH2:28]1)[n:16][c:17]2[N:18]1[CH2:19][CH2:20][O:21][CH2:22][CH2:23]1. The reactants are Clc1cc(Cl)nc(Cl)n1, C=CCC(C)(C)CN, C1CCOC1. Yields the product C=CCC(C)(C)CNc1nc(Cl)cc(Cl)n1. RXN SMILES: [Cl:1][c:2]1[n:3][c:4]([Cl:9])[cH:5][c:6]([Cl:8])[n:7]1.[NH2:10][CH2:11][C:12]([CH2:13][CH:14]=[CH2:15])([CH3:16])[CH3:17].[O:18]1[CH2:19][CH2:20][CH2:21][CH2:22]1>>[c:2]1([NH:10][CH2:11][C:12]([CH2:13][CH:14]=[CH2:15])([CH3:16])[CH3:17])[n:3][c:4]([Cl:9])[cH:5][c:6]([Cl:8])[n:7]1. Starting materials: C(C1=CC=CC=C1)(C1=CC=CC=C1)(C1=CC=CC=C1)N1C=NC(=C1)C1=CC=C(C=C1)[C@@H]1[C@H](C1)C(=O)OCC (ethyl (1S,2S)-2-[4-(1-trityl-1H-imidazol-4-yl)phenyl]cyclopropanecarboxylate). The solvent is CO (methanol), Cl (HCl). Yields the product N1C=NC(=C1)C1=CC=C(C=C1)[C@@H]1[C@H](C1)C(=O)OCC (Ethyl(1S,2S)-2-[4-(1H-imidazol-4-yl)phenyl]cyclopropanecarboxylate). The yield is 66.4%. Reaction SMILES: C([N:20]1[CH:24]=[C:23]([C:25]2[CH:30]=[CH:29][C:28]([C@H:31]3[CH2:33][C@@H:32]3[C:34]([O:36][CH2:37][CH3:38])=[O:35])=[CH:27][CH:26]=2)[N:22]=[CH:21]1)(C1C=CC=CC=1)(C1C=CC=CC=1)C1C=CC=CC=1>CO.Cl>[NH:20]1[CH:24]=[C:23]([C:25]2[CH:26]=[CH:27][C:28]([C@H:31]3[CH2:33][C@@H:32]3[C:34]([O:36][CH2:37][CH3:38])=[O:35])=[CH:29][CH:30]=2)[N:22]=[CH:21]1. Procedure details: Ethyl (1S,2S)-2-[4-(1-trityl-1H-imidazol-4-yl)phenyl]cyclopropanecarboxylate (4.1 g, from Step 1) was suspended in 30 mL of methanol and 30 mL of 1N HCl. The reaction mixture was heated at reflux for 2 hours. The solvent was evaporated in vacuo and the residue was triturated with ether (100 mL). The liquid organic layer was discarded. The solid was the desired product HCl salt. To the solid were added 100 mL EtOAc and 13 mL of 1N NaOH to release the free base. The aqueous/organic mixture was sha...